From a dataset of the Open Reaction Database (ORD), a public repository of structured organic reaction records. describe an organic reaction: reactants, conditions, products, and yield Starting materials: O=C(COCc1ccccc1)Nc1cccc(S(=O)(=O)Nc2cccc(C(c3c(O)c4c(oc3=O)CCCCCC4)C3CC3)c2)c1, CCOC(C)=O. Product: O=C(CO)Nc1cccc(S(=O)(=O)Nc2cccc(C(c3c(O)c4c(oc3=O)CCCCCC4)C3CC3)c2)c1. RXN SMILES: [CH2:1]([c:2]1[cH:3][cH:4][cH:5][cH:6][cH:7]1)[O:8][CH2:9][C:10](=[O:11])[NH:12][c:13]1[cH:14][c:15]([S:19](=[O:20])(=[O:21])[NH:22][c:23]2[cH:24][c:25]([CH:29]([c:30]3[c:31]([OH:43])[c:32]4[c:33]([o:34][c:35]3=[O:36])[CH2:37][CH2:38][CH2:39][CH2:40][CH2:41][CH2:42]4)[CH:44]3[CH2:45][CH2:46]3)[cH:26][cH:27][cH:28]2)[cH:16][cH:17][cH:18]1.[CH3:47][CH2:48][O:49][C:50](=[O:51])[CH3:52]>>[OH:8][CH2:9][C:10](=[O:11])[NH:12][c:13]1[cH:14][c:15]([S:19](=[O:20])(=[O:21])[NH:22][c:23]2[cH:24][c:25]([CH:29]([c:30]3[c:31]([OH:43])[c:32]4[c:33]([o:34][c:35]3=[O:36])[CH2:37][CH2:38][CH2:39][CH2:40][CH2:41][CH2:42]4)[CH:44]3[CH2:45][CH2:46]3)[cH:26][cH:27][cH:28]2)[cH:16][cH:17][cH:18]1. Starting materials: NC1=C(C=C2NC(C(N(C2=C1)C1CCCCC1)=O)=O)[N+](=O)[O-] (7-amino-1-cyclohexyl-6-nitro-2,3(1H,4H)-quinoxalinedione), C(=O)C1C(OC(C1)OC)OC (3-formyl-2,5-dimethoxytetrahydrofuran), C1(=CC=C(C=C1)S(=O)(=O)O)C (4-toluenesulfonic acid). The solvent is CN(C=O)C.C1(=CC=CC=C1)C (dimethylformamide toluene). Yields the product C1(CCCCC1)N1C(C(NC2=CC(=C(C=C12)[N+](=O)[O-])N1C=C(C=C1)C=O)=O)=O (1-Cyclohexyl-6-(3-formyl-1-pyrrolyl)-7-nitro-2,3(1H,4H)-quinoxalinedione). Yield: 22.0%. RXN SMILES: [NH2:1][C:2]1[CH:11]=[C:10]2[C:5]([NH:6][C:7](=[O:19])[C:8](=[O:18])[N:9]2C2CCCCC2)=[CH:4][C:3]=1[N+:20]([O-:22])=[O:21].[CH:23]([CH:25]1[CH2:29][CH:28](OC)O[CH:26]1OC)=[O:24].[C:34]1(C)[CH:39]=[CH:38][C:37](S(O)(=O)=O)=[CH:36][CH:35]=1>CN(C)C=O.C1(C)C=CC=CC=1>[CH:34]1([N:6]2[C:5]3[C:10](=[CH:11][C:2]([N:1]4[CH:28]=[CH:29][C:25]([CH:23]=[O:24])=[CH:26]4)=[C:3]([N+:20]([O-:22])=[O:21])[CH:4]=3)[NH:9][C:8](=[O:18])[C:7]2=[O:19])[CH2:39][CH2:38][CH2:37][CH2:36][CH2:35]1 |f:3.4|. Reported procedure: 4 g (13 mmol) of the product 37b, 2.3 g (14 mmol) of 3-formyl-2,5-dimethoxytetrahydrofuran and a spatula tip of 4-toluenesulfonic acid in 200 ml of dimethylformamide/toluene (1:1) were refluxed with a water trap. After the reaction was complete (TLC check), the mixture was concentrated under reduced pressure, and the residue was partitioned between ethyl acetate and water. The organic phase was dried and concentrated under reduced pressure. This residue was purified by chromatography on silica g...